This data is from the Open Reaction Database (ORD), a public repository of structured organic reaction records. The task is: describe an organic reaction: reactants, conditions, products, and yield Reactants: BrC=1C=C(C=CC1)[N+](=O)[O-] (3-bromonitrobenzene), C=CC1=CC=CC=C1 (styrene), CC1=C(C=CC=C1)P(C1=C(C=CC=C1)C)C1=C(C=CC=C1)C (tris(2-methylphenyl)phosphine), C(C)(C)NC(C)C (N,N-diisopropylamine). Reagents/catalysts: C(C)(=O)[O-].[Pd+2].C(C)(=O)[O-] (palladium(II) acetate). Run in C(C)OCC (diethyl ether). Yields the product C1(=CC=CC=C1)/C=C/C=1C=C(C=CC1)[N+](=O)[O-] (3-((E)-2-phenylvinyl)nitrobenzene). As a reaction SMILES: Br[C:2]1[CH:3]=[C:4]([N+:8]([O-:10])=[O:9])[CH:5]=[CH:6][CH:7]=1.[CH2:11]=[CH:12][C:13]1[CH:18]=[CH:17][CH:16]=[CH:15][CH:14]=1.CC1C=CC=CC=1P(C1C=CC=CC=1C)C1C=CC=CC=1C.C(NC(C)C)(C)C>C(OCC)C.C([O-])(=O)C.[Pd+2].C([O-])(=O)C>[C:13]1(/[CH:12]=[CH:11]/[C:2]2[CH:3]=[C:4]([N+:8]([O-:10])=[O:9])[CH:5]=[CH:6][CH:7]=2)[CH:18]=[CH:17][CH:16]=[CH:15][CH:14]=1 |f:5.6.7|. Reported procedure: A mixture of 3-bromonitrobenzene (1 g), styrene (1.7 mL), palladium(II) acetate (95 mg), tris(2-methylphenyl)phosphine (0.3 g) and N,N-diisopropylamine (5 mL) was heated for reflux for 24 hours. The reaction mixture was diluted with diethyl ether, and the resulting mixture was washed with 1 mol/L hydrochloric acid, water and brine successively, and dried over anhydrous magnesium sulfate. The solvent was removed under reduced pressure, and the residue was purified by column chromatography on sili... Starting materials: ClC(=O)OC (methyl chloroformate), ClC(=O)OCC (ethyl chloroformate), C(#N)C(C(=O)OCCC=1SC=CC1)=CC1=CC(=C(C=C1)OC(=O)OCC1=CC=CC=C1)OC(=O)OCC1=CC=CC=C1 (2-(2-thienyl)-ethyl 2-cyano-3-(3,4-dibenzyloxycarbonyloxyphenyl)-2-propenoate), ClC(=O)OCCCCCCC (heptyl chloroformate), C(#N)C(C(=O)OCCC=1SC=CC1)=CC1=CC(=C(C=C1)OC(=O)OCC(C)C)OC(=O)OCC(C)C (2-(2-thienyl)-ethyl 2-cyano-3-(3,4-diisobutoxycarbonyloxyphenyl)-2-propenoate), C(#N)C(C(=O)OCCC=1SC=CC1)=CC1=CC(=C(C=C1)OC(=O)OCC1=CC=CC=C1)OC(=O)OCC1=CC=CC=C1 (2-(2-thienyl)-ethyl 2-cyano-3-(3,4-dibenzyloxycarbonyloxyphenyl)-2-propenoate), C(#N)C(C(=O)OCCC=1SC=CC1)=CC1=CC(=C(C=C1)OC(=O)OCC(C)C)OC(=O)OCC(C)C (2-(2-thienyl)-ethyl 2-cyano-3-(3,4-diisobutoxycarbonyloxyphenyl)-2-propenoate), C(#N)C(C(=O)OCCC=1SC=CC1)=CC1=CC(=C(C=C1)OC(=O)OC)OC(=O)OC (2-(2-thienyl)-ethyl 2-cyano-3-(3,4-dimethoxycarbonyloxyphenyl)-2-propenoate), ClC(=O)OCC(C)C (isobutyl chloroformate), ClC(=O)OCC1=CC=CC=C1 (benzyl chloroformate), C(#N)C(C(=O)OCCC=1SC=CC1)=CC1=CC(=C(C=C1)OC(=O)OC)OC(=O)OC (2-(2-thienyl)-ethyl 2-cyano-3-(3,4-dimethoxycarbonyloxyphenyl)-2-propenoate). Yields the product C(#N)C(C(=O)OCCC=1SC=CC1)=CC1=CC(=C(C=C1)OC(=O)OCCCCCCC)OC(=O)OCCCCCCC (2-(2-thienyl)-ethyl 2-cyano-3-(3,4-diheptoxycarbonyloxyphenyl)-2-propenoate). Reaction SMILES: Cl[C:2]([O:4][CH3:5])=[O:3].Cl[C:7]([O:9][CH2:10][CH:11]([CH3:13])C)=[O:8].ClC(O[CH2:18][C:19]1[CH:24]=[CH:23][CH:22]=[CH:21][CH:20]=1)=O.ClC(OCCCCCCC)=[O:27].ClC(OCC)=O.C(C(=CC1C=CC(OC(OC)=O)=C(OC(OC)=O)C=1)C(OC[CH2:49][C:50]1[S:51][CH:52]=[CH:53][CH:54]=1)=O)#N.C([C:74](=[CH:85][C:86]1[CH:91]=[CH:90][C:89](OC(OCC(C)C)=O)=[C:88]([O:100][C:101]([O:103]CC(C)C)=[O:102])C=1)C(OCCC1SC=CC=1)=O)#N.[C:108]([C:110](=[CH:121][C:122]1[CH:127]=CC(OC(OCC2C=CC=CC=2)=O)=C(OC(OCC2C=CC=CC=2)=O)[CH:123]=1)C(OCCC1SC=CC=1)=O)#[N:109]>>[C:108]([C:110](=[CH:121][C:122]1[CH:127]=[CH:13][C:11]([O:103][C:101]([O:100][CH2:88][CH2:89][CH2:90][CH2:91][CH2:86][CH2:85][CH3:74])=[O:102])=[C:10]([O:9][C:7]([O:8][CH2:20][CH2:21][CH2:22][CH2:23][CH2:24][CH2:19][CH3:18])=[O:27])[CH:123]=1)[C:2]([O:4][CH2:5][CH2:49][C:50]1[S:51][CH:52]=[CH:53][CH:54]=1)=[O:3])#[N:109]. Procedure details: When methyl chloroformate, isobutyl chloroformate, benzyl chloroformate and heptyl chloroformate were separately used instead of ethyl chloroformate in a similar manner to the process described above, 2-(2-thienyl)-ethyl 2-cyano-3-(3,4-dimethoxycarbonyloxyphenyl)-2-propenoate (Compound 19), 2-(2-thienyl)-ethyl 2-cyano-3-(3,4-diisobutoxycarbonyloxyphenyl)-2-propenoate (Compound 20), 2-(2-thienyl)-ethyl 2-cyano-3-(3,4-dibenzyloxycarbonyloxyphenyl)-2-propenoate (Compound 21) and 2-(2-thienyl)-ethyl... Reactants: CC(C)CNc1c([N+](=O)[O-])c2nnnn2c2ncccc12, CCO, [H][H]. Product: CC(C)CNc1c(N)c2nnnn2c2ncccc12. As a reaction SMILES: [CH3:1][CH:2]([CH2:3][NH:4][c:5]1[c:6]([N+:18]([O-:19])=[O:20])[c:7]2[n:8]([c:9]3[n:10][cH:11][cH:12][cH:13][c:14]13)[n:15][n:16][n:17]2)[CH3:21].[CH3:24][CH2:25][OH:26].[H:22][H:23]>>[CH3:1][CH:2]([CH2:3][NH:4][c:5]1[c:6]([NH2:18])[c:7]2[n:8]([c:9]3[n:10][cH:11][cH:12][cH:13][c:14]13)[n:15][n:16][n:17]2)[CH3:21]. Reactants: C(C1=CC=CC=C1)OCC=O (benzyloxyacetaldehyde), OCC1(CC1)CO (1,1-bis(hydroxymethyl)cyclopropane). Reagents/catalysts: O.C1(=CC=C(C=C1)S(=O)(=O)O)C (p-toluenesulfonic acid monohydrate). Run in C1(=CC=CC=C1)C (toluene). Yields the product C(C1=CC=CC=C1)OCC1OCC2(CC2)CO1 (6-((benzyloxy)methyl)-5,7-dioxaspiro[2.5]octane). The yield is 78.2%. Reaction SMILES: [CH2:1]([O:8][CH2:9][CH:10]=[O:11])[C:2]1[CH:7]=[CH:6][CH:5]=[CH:4][CH:3]=1.[OH:12][CH2:13][C:14]1([CH2:17]O)[CH2:16][CH2:15]1>O.C1(C)C=CC(S(O)(=O)=O)=CC=1.C1(C)C=CC=CC=1>[CH2:1]([O:8][CH2:9][CH:10]1[O:12][CH2:13][C:14]2([CH2:16][CH2:15]2)[CH2:17][O:11]1)[C:2]1[CH:7]=[CH:6][CH:5]=[CH:4][CH:3]=1 |f:2.3|. Procedure: A mixture of benzyloxyacetaldehyde (5 g, 33.3 mmol), 1,1-bis(hydroxymethyl)cyclopropane (4.08 g, 40 mmol), p-toluenesulfonic acid monohydrate (287 mg, 1.51 mmol) and toluene (70 ml) was refluxed for 2 hours while removing water by the Dean-Stark apparatus. After the reaction mixture was cooled to room temperature, triethylamine (4 ml) was added to the reaction mixture and the solvent was distilled off. The residue was purified by silica gel column chromatography (silica gel: 200 g, elution solve... Reactants: C([O-])([O-])=O.[Na+].[Na+] (sodium carbonate), C1(CCCCC1)OC1=CC=C(C=C1)B(O)O (4-(cyclohexyloxy)phenylboronic acid), ClC=1C(=NC=CN1)N (3-chloropyrazin-2-amine). The reagents and catalysts are C=1C=CC(=CC1)[P](C=2C=CC=CC2)(C=3C=CC=CC3)[Pd]([P](C=4C=CC=CC4)(C=5C=CC=CC5)C=6C=CC=CC6)([P](C=7C=CC=CC7)(C=8C=CC=CC8)C=9C=CC=CC9)[P](C=1C=CC=CC1)(C=1C=CC=CC1)C=1C=CC=CC1 (tetrakis(triphenylphosphine)palladium(0)). Run in O (water), COCCOC (DME). Run at temperature 80 celsius, time 4 hour. Yields the product C1(CCCCC1)OC1=CC=C(C=C1)C=1C(=NC=CN1)N (3-[4-(cyclohexyloxy)phenyl]pyrazin-2-amine). The yield is 77.8%. RXN SMILES: C(=O)([O-])[O-].[Na+].[Na+].[CH:7]1([O:13][C:14]2[CH:19]=[CH:18][C:17](B(O)O)=[CH:16][CH:15]=2)[CH2:12][CH2:11][CH2:10][CH2:9][CH2:8]1.Cl[C:24]1[C:25]([NH2:30])=[N:26][CH:27]=[CH:28][N:29]=1>O.COCCOC.C1C=CC([P]([Pd]([P](C2C=CC=CC=2)(C2C=CC=CC=2)C2C=CC=CC=2)([P](C2C=CC=CC=2)(C2C=CC=CC=2)C2C=CC=CC=2)[P](C2C=CC=CC=2)(C2C=CC=CC=2)C2C=CC=CC=2)(C2C=CC=CC=2)C2C=CC=CC=2)=CC=1>[CH:7]1([O:13][C:14]2[CH:19]=[CH:18][C:17]([C:24]3[C:25]([NH2:30])=[N:26][CH:27]=[CH:28][N:29]=3)=[CH:16][CH:15]=2)[CH2:12][CH2:11][CH2:10][CH2:9][CH2:8]1 |f:0.1.2,^1:41,43,62,81|. Procedure details: A mixture of sodium carbonate (491 mg), tetrakis(triphenylphosphine)palladium(0) (80 mg), 4-(cyclohexyloxy)phenylboronic acid (612 mg) and 3-chloropyrazin-2-amine (300 mg) in water (3 mL) and DME (15 mL) was stirred at 80° C. for 4 hr. Silica gel was added and the mixture was concentrated in vacuo. The residue was purified by column chromatography (silica gel, eluted with EtOAc in hexane) to give 3-[4-(cyclohexyloxy)phenyl]pyrazin-2-amine (485 mg) as a white solid.